From a dataset of the Open Reaction Database (ORD), a public repository of structured organic reaction records. describe an organic reaction: reactants, conditions, products, and yield Starting materials: BrC1=C(C2=C(C=NNC2=O)N1COCC[Si](C)(C)C)Cl (2-bromo-3-chloro-1-(2-trimethylsilylethoxymethyl)-1,5-dihydropyrrolo[2,3-d]pyridazin-4-one), C1(CC1)OC=1C=C(C=CC1OC(F)F)B1OC(C(O1)(C)C)(C)C (2-(3-cyclopropoxy-4-difluoromethoxyphenyl)-4,4,5,5-tetramethyl-[1,3,2]dioxaborolane), BrC1=CC2=C(C=NNC2=O)N1COCC[Si](C)(C)C (2-bromo-1-(2-trimethylsilylethoxymethyl)-1,5-dihydropyrrolo-[2,3-d]pyridazin-4-one), C1(CCC1)OC=1C=C(C=CC1OC)B1OC(C(O1)(C)C)(C)C (2-(3-cyclobutoxy-4-methoxyphenyl)-4,4,5,5-tetramethyl-[1,3,2]dioxaborolane). Product: ClC1=C(N(C=2C=NNC(C21)=O)COCC[Si](C)(C)C)C2=CC(=C(C=C2)OC)OC2CCC2 (3-Chloro-2-(3-cyclobutoxy-4-methoxyphenyl)-1-(2-trimethylsilylethoxymethyl)-1,5-dihydropyrrolo[2,3-d]pyridazin-4-one). Yield: 64.7%. As a reaction SMILES: Br[C:2]1[N:11]([CH2:12][O:13][CH2:14][CH2:15][Si:16]([CH3:19])([CH3:18])[CH3:17])[C:5]2[CH:6]=[N:7][NH:8][C:9](=[O:10])[C:4]=2[C:3]=1[Cl:20].BrC1N(COCC[Si](C)(C)C)C2C=NNC(=O)C=2C=1.[CH:40]1([O:44][C:45]2[CH:46]=[C:47](B3OC(C)(C)C(C)(C)O3)[CH:48]=[CH:49][C:50]=2[O:51][CH3:52])[CH2:43][CH2:42][CH2:41]1.C1(OC2C=C(B3OC(C)(C)C(C)(C)O3)C=CC=2OC(F)F)CC1>>[Cl:20][C:3]1[C:4]2[C:9](=[O:10])[NH:8][N:7]=[CH:6][C:5]=2[N:11]([CH2:12][O:13][CH2:14][CH2:15][Si:16]([CH3:19])([CH3:18])[CH3:17])[C:2]=1[C:47]1[CH:48]=[CH:49][C:50]([O:51][CH3:52])=[C:45]([O:44][CH:40]2[CH2:41][CH2:42][CH2:43]2)[CH:46]=1. Procedure details: Reaction and post treatment were carried out in the same manner as in Example 1-(a) except for using 0.40 g (1.1 mmol) of 2-bromo-3-chloro-1-(2-trimethylsilylethoxymethyl)-1,5-dihydropyrrolo[2,3-d]pyridazin-4-one obtained in the following Reference example 16-(d) in place of 2-bromo-1-(2-trimethylsilylethoxymethyl)-1,5-dihydropyrrolo-[2,3-d]pyridazin-4-one, and using 0.49 g (1.6 mmol) of 2-(3-cyclobutoxy-4-methoxyphenyl)-4,4,5,5-tetramethyl-[1,3,2]dioxaborolane obtained in the following Referenc...